This data is from the Open Reaction Database (ORD), a public repository of structured organic reaction records. The task is: describe an organic reaction: reactants, conditions, products, and yield The reactants are [N+](=O)([O-])C=C1NCCN1 (2-(nitromethylene)imidazolidine), ClCC=CC (1-chloro-2-butene). Product: C(C=CC)N1C(NCC1)=C[N+](=O)[O-] (1-(2-butenyl)-2-(nitromethylene)imidazolidine). Reaction SMILES: [N+:1]([CH:4]=[C:5]1[NH:9][CH2:8][CH2:7][NH:6]1)([O-:3])=[O:2].Cl[CH2:11][CH:12]=[CH:13][CH3:14]>>[CH2:11]([N:6]1[CH2:7][CH2:8][NH:9][C:5]1=[CH:4][N+:1]([O-:3])=[O:2])[CH:12]=[CH:13][CH3:14]. Procedure: Method B, 2-(nitromethylene)imidazolidine was reacted with 1-chloro-2-butene. Melting point: 82° - 85°. Reactants: C(C1=CC=CC=C1)N1CCC(CC1)=O (1-benzyl-4-oxo-piperidine), C1(=CC=CC=C1)N (phenylamine), [C-]#N.[K+] (potassium cyanide), ice water, [OH-].[NH4+] (ammonium hydroxide). The solvent is C(C)(=O)O (acetic acid), O (water). As a reaction SMILES: [CH2:1]([N:8]1[CH2:13][CH2:12][C:11](=O)[CH2:10][CH2:9]1)[C:2]1[CH:7]=[CH:6][CH:5]=[CH:4][CH:3]=1.[C:15]1([NH2:21])[CH:20]=[CH:19][CH:18]=[CH:17][CH:16]=1.[C-:22]#[N:23].[K+].[OH-].[NH4+]>C(O)(=O)C.O>[CH2:1]([N:8]1[CH2:13][CH2:12][C:11]([NH:21][C:15]2[CH:20]=[CH:19][CH:18]=[CH:17][CH:16]=2)([C:22]#[N:23])[CH2:10][CH2:9]1)[C:2]1[CH:7]=[CH:6][CH:5]=[CH:4][CH:3]=1 |f:2.3,4.5|. Reaction conditions: temperature 25 celsius, time 24 hour. Product: C(C1=CC=CC=C1)N1CCC(CC1)(C#N)NC1=CC=CC=C1 (benzyl-4-phenylamino-piperidine-4-carbonitrile). Procedure: To a solution of 1-benzyl-4-oxo-piperidine (226.8 g, 1.2 mol) and phenylamine (111.6 g, 1.2 mol) in acetic acid (1000 mL) was added dropwise the solution of potassium cyanide (117 g, 1.8 mol) in water (200 mL). The reaction mixture was stirred at 25° C. for 24 h and then poured into ice-water. The mixture was basified with ammonium hydroxide and extracted with CH2Cl2. The combined organic layers were washed with brine, dried over Na2SO4 and concentrated under reduced pressure to give crude benzy... Isolated yield 73.0%. Reactants: BrCCO (2-bromo ethanol), crude product, CCCCCC (hexane), SC1=CC=C(C=C1)O (4-mercaptophenol), [OH-].[Na+] (NaOH). Run in CO (methyl alcohol), CC(C)(C)OC (tBME), CO (methyl alcohol). Reaction conditions: temperature -5 celsius, time 1 hour. Product: OCCSC1=CC=C(C=C1)O (4-(2-hydroxy-ethylsulfanyl)-phenol). Isolated yield 79.0%. Reaction SMILES: [SH:1][C:2]1[CH:7]=[CH:6][C:5]([OH:8])=[CH:4][CH:3]=1.[OH-].[Na+].Br[CH2:12][CH2:13][OH:14].CCCCCC>CO.CC(OC)(C)C>[OH:14][CH2:13][CH2:12][S:1][C:2]1[CH:7]=[CH:6][C:5]([OH:8])=[CH:4][CH:3]=1 |f:1.2|. Procedure: A solution of 5.0 g (35.7 mmol) 4-mercaptophenol in 50 ml methyl alcohol was treated at −5° C. dropwise over a period of 30 min with 39.2 ml (39.2 mmol) aqueous NaOH 1N and stirred 1 h at −5° C. Afterwards a solution of 5.2 ml (39.2 mmol) 2-bromo ethanol in 16.5 ml methyl alcohol was added at −5° C. dropwise over a period of 15 min. The reaction mixture was stirred for 21 h at room temperature, concentrated and the residue treated with 10 ml water and 30 ml tBME. After extraction and phase separ... Reactants: NNC(=O)OCc1ccccc1, CN(C)CCc1c[nH]c2ccc(C=O)cc12, CO. Product: CN(C)CCc1c[nH]c2ccc(C=NNC(=O)OCc3ccccc3)cc12. RXN SMILES: [CH2:17]([c:18]1[cH:19][cH:20][cH:21][cH:22][cH:23]1)[O:24][C:25](=[O:26])[NH:27][NH2:28].[CH3:1][N:2]([CH2:3][CH2:4][c:5]1[cH:6][nH:7][c:8]2[cH:9][cH:10][c:11]([CH:14]=[O:15])[cH:12][c:13]12)[CH3:16].[CH3:29][OH:30]>>[CH3:1][N:2]([CH2:3][CH2:4][c:5]1[cH:6][nH:7][c:8]2[cH:9][cH:10][c:11]([CH:14]=[N:28][NH:27][C:25]([O:24][CH2:17][c:18]3[cH:19][cH:20][cH:21][cH:22][cH:23]3)=[O:26])[cH:12][c:13]12)[CH3:16]. Procedure details: The intermediate 3-methyl-4-phenylcyclohexanone is prepared, first by the reaction of 4-phenylcyclohexanone with phenylselenenyl chloride and aqueous 30% hydrogen peroxide, yielding 4-phenyl-2-cyclohexenone, and then the reaction of the cyclohexenone with 1.4M methyllithium and aqueous ammonium chloride, affording 3-methyl-4-phenylcyclohexanone. The cyclohexanone is then reacted with cyanoguanidine as previously described. Example 15 provides a detailed description of how this reaction is conduc... The reactants are C1(=CC=CC=C1)C1C=CC(CC1)=O (4-phenyl-2-cyclohexenone), C[Li] (methyllithium), [Cl-].[NH4+] (ammonium chloride). Yields the product CC1CC(CCC1C1=CC=CC=C1)=O (3-methyl-4-phenylcyclohexanone). As a reaction SMILES: [C:1]1([CH:7]2[CH2:12][CH2:11][C:10](=[O:13])[CH:9]=[CH:8]2)[CH:6]=[CH:5][CH:4]=[CH:3][CH:2]=1.[CH3:14][Li].[Cl-].[NH4+]>>[CH3:14][CH:8]1[CH:7]([C:1]2[CH:6]=[CH:5][CH:4]=[CH:3][CH:2]=2)[CH2:12][CH2:11][C:10](=[O:13])[CH2:9]1 |f:2.3|. Starting materials: O (water), C(C)(C)(C)OC(=O)N1CCC(CC1)O (4-hydroxypiperidine-1-carboxylic acid tert-butyl ester), FC1=CC=C(C=C1)[N+](=O)[O-] (4-fluoronitrobenzene), [H-].[Na+] (sodium hydride). Solvent: CS(=O)C (dimethyl sulfoxide). Run at time 1 hour. Yields the product C(C)(C)(C)OC(=O)N1CCC(CC1)OC1=CC=C(C=C1)[N+](=O)[O-] (4-(4-Nitrophenoxy)piperidine-1-carboxylic Acid tert-Butyl Ester). The yield is 85.4%. As a reaction SMILES: [C:1]([O:5][C:6]([N:8]1[CH2:13][CH2:12][CH:11]([OH:14])[CH2:10][CH2:9]1)=[O:7])([CH3:4])([CH3:3])[CH3:2].F[C:16]1[CH:21]=[CH:20][C:19]([N+:22]([O-:24])=[O:23])=[CH:18][CH:17]=1.[H-].[Na+].O>CS(C)=O>[C:1]([O:5][C:6]([N:8]1[CH2:13][CH2:12][CH:11]([O:14][C:16]2[CH:21]=[CH:20][C:19]([N+:22]([O-:24])=[O:23])=[CH:18][CH:17]=2)[CH2:10][CH2:9]1)=[O:7])([CH3:4])([CH3:2])[CH3:3] |f:2.3|. Procedure details: To a solution of 4-hydroxypiperidine-1-carboxylic acid tert-butyl ester (38.28 g) and 4-fluoronitrobenzene (26.84 g) in dimethyl sulfoxide (326 ml) was added 60% sodium hydride (7.99 g) under nitrogen atmosphere and with ice-cooling, and the mixture was stirred at room temperature for 1 hour. After completion of the reaction, water was added and the mixture was extracted with ethyl acetate and washed with water. The organic layer was dried over anhydrous sodium sulfate and the solvent was evapor...